From a dataset of the Open Reaction Database (ORD), a public repository of structured organic reaction records. describe an organic reaction: reactants, conditions, products, and yield Starting materials: CC(=O)OC(C)=O, COc1ccc([N+](=O)[O-])c(C)c1C, CCCCCC, CO. The product is COc1ccc(NC(C)=O)c(C)c1C. Reaction SMILES: [CH3:14][C:15](=[O:16])[O:17][C:18](=[O:19])[CH3:20].[CH3:1][c:2]1[c:3]([O:12][CH3:13])[cH:4][cH:5][c:6]([N+:9]([O-:10])=[O:11])[c:7]1[CH3:8].[CH3:21][CH2:22][CH2:23][CH2:24][CH2:25][CH3:26].[CH3:27][OH:28]>>[CH3:1][c:2]1[c:3]([O:12][CH3:13])[cH:4][cH:5][c:6]([NH:9][C:15]([CH3:14])=[O:16])[c:7]1[CH3:8]. As a reaction SMILES: P(Br)(Br)[Br:2].[F:5][C:6]([F:25])([F:24])[O:7][C:8]1[CH:13]=[CH:12][C:11](/[CH:14]=[CH:15]/[C:16]2[CH:21]=[CH:20][C:19]([CH2:22]O)=[CH:18][CH:17]=2)=[CH:10][CH:9]=1>C(Cl)Cl>[Br:2][CH2:22][C:19]1[CH:20]=[CH:21][C:16](/[CH:15]=[CH:14]/[C:11]2[CH:12]=[CH:13][C:8]([O:7][C:6]([F:25])([F:24])[F:5])=[CH:9][CH:10]=2)=[CH:17][CH:18]=1. Reported procedure: PBr3 (56 μL, 0.60 mmol) was added to a solution of alcohol 127 (0.177 g, 0.601 mmol) in anhydrous CH2Cl2 (10 mL) at 0° C. The mixture was stirred at room temperature for 1 h, and then cooled to 0° C., quenched with ice, and extracted with CH2Cl2. The organic fraction was dried, and evaporated, and then column chromatography of the residue, eluting with CH2Cl2, gave 1-{(E)-2-[4-(bromomethyl)phenyl]ethenyl}-4-(trifluoromethoxy)benzene (128) (0.125 g, 58%) as a white solid: mp 100-102° C.; 1H NMR (... Solvent: C(Cl)Cl (CH2Cl2). The yield is 58.3%. The reactants are P(Br)(Br)Br (PBr3), FC(OC1=CC=C(C=C1)/C=C/C1=CC=C(C=C1)CO)(F)F ((4-{(E)-2-[4-(trifluoromethoxy)phenyl]ethenyl}phenyl)methanol). Conditions: time 1 hour. Product: BrCC1=CC=C(C=C1)/C=C/C1=CC=C(C=C1)OC(F)(F)F (1-{(E)-2-[4-(bromomethyl)phenyl]ethenyl}-4-(trifluoromethoxy)benzene). Reactants: BrC1=CC(=C(C(=O)Cl)C=C1)F (4-bromo-2-fluorobenzoyl chloride), C[Si](C)(C)C=[N+]=[N-] ((trimethylsilyl)diazomethane), BrCC(=O)C1=CC(=C(C=C1)Br)F (2-bromo-1-(4-bromo-3-fluoro-phenyl)-ethanone), ClCC(=O)C1=CC(=C(C=C1)Br)F (2-chloro-1-(4-bromo-3-fluoro-phenyl)-ethanone), Cl (Hydrochloric acid). Run in CCOC(=O)C (EtOAc), C(C)#N (acetonitrile), C1CCOC1 (THF). Reaction conditions: time 30 minute. The product is BrC1=CC(=C(C=C1)C(CCl)=O)F (1-(4-Bromo-2-fluorophenyl)-2-chloroethanone). Reaction SMILES: [Br:1][C:2]1[CH:10]=[CH:9][C:5]([C:6](Cl)=[O:7])=[C:4]([F:11])[CH:3]=1.C[Si](C=[N+]=[N-])(C)C.Cl.BrCC(C1C=CC(Br)=C(F)C=1)=O.[Cl:32][CH2:33]C(C1C=CC(Br)=C(F)C=1)=O>C(#N)C.C1COCC1.CCOC(C)=O>[Br:1][C:2]1[CH:10]=[CH:9][C:5]([C:6](=[O:7])[CH2:33][Cl:32])=[C:4]([F:11])[CH:3]=1. Procedure details: To a stirred solution of 4-bromo-2-fluorobenzoyl chloride (33 g, CAS 151982-51-3) in acetonitrile (150 ml) and THF (150 ml) at 0-5° C. was added dropwise (trimethylsilyl)diazomethane (83.4 ml, 2 M solution in hexane). The reaction mixture was stirred at room temperature for 30 min. TLC analysis showed the reaction was complete. 37% Hydrochloric acid (23.2 ml) was then added dropwise at 0-5° C. and the reaction mixture was stirred at room temperature for 1 hour. The reaction mixture was then pour... The reactants are CI, [H-], [Na+], C1CCOC1, COc1cc(C#N)cc(CO)c1. Yields the product COCc1cc(C#N)cc(OC)c1. Reaction SMILES: [CH3:15][I:16].[H-:13].[Na+:14].[O:17]1[CH2:18][CH2:19][CH2:20][CH2:21]1.[OH:1][CH2:2][c:3]1[cH:4][c:5]([C:6]#[N:7])[cH:8][c:9]([O:11][CH3:12])[cH:10]1>>[O:1]([CH2:2][c:3]1[cH:4][c:5]([C:6]#[N:7])[cH:8][c:9]([O:11][CH3:12])[cH:10]1)[CH3:15]. The solvent is CC1=CC=CC=C1 (methylbenzene). As a reaction SMILES: [F:1][C:2]1[CH:7]=[CH:6][C:5]([CH2:8][N:9]2[C:13]3[CH:14]=[CH:15][CH:16]=[CH:17][C:12]=3[N:11]=[C:10]2[NH:18][CH:19]2[CH2:24][CH2:23][N:22]([CH2:25][CH2:26][OH:27])[CH2:21][CH2:20]2)=[CH:4][CH:3]=1.CS(C)=O.[H-].[Na+].Br[C:35]1[S:36][CH:37]=[CH:38][N:39]=1>CC1C=CC=CC=1>[F:1][C:2]1[CH:7]=[CH:6][C:5]([CH2:8][N:9]2[C:13]3[CH:14]=[CH:15][CH:16]=[CH:17][C:12]=3[N:11]=[C:10]2[NH:18][CH:19]2[CH2:24][CH2:23][N:22]([CH2:25][CH2:26][O:27][C:35]3[S:36][CH:37]=[CH:38][N:39]=3)[CH2:21][CH2:20]2)=[CH:4][CH:3]=1 |f:2.3|. Reported procedure: To a stirred and cooled (below 10° C.) mixture of 5.52 parts of 4-[[1-[(4-fluorophenyl)methyl]-1H-benzimidazol-2-yl]amino]-1-piperidine ethanol, 100 parts of dimethyl sulfoxide and 90 parts of methylbenzene were added 0.75 parts of a sodium hydride dispersion 50%. After stirring for 30 minutes at a temperature below 10° C., 2.5 parts of 2-bromothiazole were added and stirring was continued overnight while the mixture was allowed to reach room temperature. The reaction mixture was poured onto wat... Product: FC1=CC=C(C=C1)CN1C(=NC2=C1C=CC=C2)NC2CCN(CC2)CCOC=2SC=CN2 (1-[(4-fluorophenyl)methyl]-N-[1-[2-(2-thiazolyloxy)ethyl]- 4-piperidinyl]-1H-benzimidazol-2-amine). Reaction conditions: time 8 hour. Isolated yield 14.5%. Starting materials: BrC=1SC=CN1 (2-bromothiazole), FC1=CC=C(C=C1)CN1C(=NC2=C1C=CC=C2)NC2CCN(CC2)CCO (4-[[1-[(4-fluorophenyl)methyl]-1H-benzimidazol-2-yl]amino]-1-piperidine ethanol), CS(=O)C (dimethyl sulfoxide), [H-].[Na+] (sodium hydride). The reactants are Cc1c(C)c2c(c(C)c1O)C(c1ccc(N3CCOCC3)cc1)C(C)(C)O2, COc1ccc(CCl)cc1. Product: COc1ccc(COc2c(C)c(C)c3c(c2C)C(c2ccc(N4CCOCC4)cc2)C(C)(C)O3)cc1. Reaction SMILES: [CH3:1][C:2]1([CH3:27])[O:3][c:4]2[c:5]([c:19]([CH3:26])[c:20]([OH:25])[c:21]([CH3:24])[c:22]2[CH3:23])[CH:6]1[c:7]1[cH:8][cH:9][c:10]([N:13]2[CH2:14][CH2:15][O:16][CH2:17][CH2:18]2)[cH:11][cH:12]1.[CH3:28][O:29][c:30]1[cH:31][cH:32][c:33]([CH2:34][Cl:35])[cH:36][cH:37]1>>[CH3:1][C:2]1([CH3:27])[O:3][c:4]2[c:5]([c:19]([CH3:26])[c:20]([O:25][CH2:34][c:33]3[cH:32][cH:31][c:30]([O:29][CH3:28])[cH:37][cH:36]3)[c:21]([CH3:24])[c:22]2[CH3:23])[CH:6]1[c:7]1[cH:8][cH:9][c:10]([N:13]2[CH2:14][CH2:15][O:16][CH2:17][CH2:18]2)[cH:11][cH:12]1. Starting materials: C1(CC1)NC1CCN(CC1)C1=NC(=NO1)C(C)C (cyclopropyl-[1-(3-isopropyl-[1,2,4]oxadiazol-5-yl)-piperidin-4-yl]-amine), FC=1C=C(C(=O)O)C=CC1N1N=CN=C1 (3-fluoro-4-[1,2,4]triazol-1-yl-benzoic acid). The product is C1(CC1)N(C(C1=CC(=C(C=C1)N1N=CN=C1)F)=O)C1CCN(CC1)C1=NC(=NO1)C(C)C (N-Cyclopropyl-3-fluoro-N-[1-(3-isopropyl-[1,2,4]oxadiazol-5-yl)-piperidin-4-yl]-4-[1,2,4]triazol-1-yl-benzamide). RXN SMILES: [CH:1]1([NH:4][CH:5]2[CH2:10][CH2:9][N:8]([C:11]3[O:15][N:14]=[C:13]([CH:16]([CH3:18])[CH3:17])[N:12]=3)[CH2:7][CH2:6]2)[CH2:3][CH2:2]1.[F:19][C:20]1[CH:21]=[C:22]([CH:26]=[CH:27][C:28]=1[N:29]1[CH:33]=[N:32][CH:31]=[N:30]1)[C:23](O)=[O:24]>>[CH:1]1([N:4]([CH:5]2[CH2:10][CH2:9][N:8]([C:11]3[O:15][N:14]=[C:13]([CH:16]([CH3:18])[CH3:17])[N:12]=3)[CH2:7][CH2:6]2)[C:23](=[O:24])[C:22]2[CH:26]=[CH:27][C:28]([N:29]3[CH:33]=[N:32][CH:31]=[N:30]3)=[C:20]([F:19])[CH:21]=2)[CH2:2][CH2:3]1. Procedure details: The title compound is prepared from cyclopropyl-[1-(3-isopropyl-[1,2,4]oxadiazol-5-yl)-piperidin-4-yl]-amine and 3-fluoro-4-[1,2,4]triazol-1-yl-benzoic acid following a procedure analogous to that described in Example 90. LC (method 19): tR=3.84 min; Mass spectrum (ESI+): m/z=440 [M+H]+.